Dataset: the Open Reaction Database (ORD), a public repository of structured organic reaction records. Task: describe an organic reaction: reactants, conditions, products, and yield Reactants: C=CCCc1nc(NN)nc(N(C)C)n1, CCN=C=NCCCN(C)C, C=CCCCCC(CN(C=O)OCc1ccccc1)C(=O)O, Cl, CN(C)C=O, On1nnc2cccnc21. Product: C=CCCCCC(CN(C=O)OCc1ccccc1)C(=O)NNc1nc(CCC=C)nc(N(C)C)n1. RXN SMILES: [CH2:23]([CH2:24][CH:25]=[CH2:26])[c:27]1[n:28][c:29]([NH:36][NH2:37])[n:30][c:31]([N:33]([CH3:34])[CH3:35])[n:32]1.[CH3:49][N:50]([CH3:51])[CH2:52][CH2:53][CH2:54][N:55]=[C:56]=[N:57][CH2:58][CH3:59].[CH:1](=[O:2])[N:3]([O:4][CH2:5][c:6]1[cH:7][cH:8][cH:9][cH:10][cH:11]1)[CH2:12][CH:13]([C:14](=[O:15])[OH:16])[CH2:17][CH2:18][CH2:19][CH2:20][CH:21]=[CH2:22].[ClH:48].[O:60]=[CH:61][N:62]([CH3:63])[CH3:64].[OH:38][n:39]1[c:40]2[n:41][cH:42][cH:43][cH:44][c:45]2[n:46][n:47]1>>[CH:1](=[O:2])[N:3]([O:4][CH2:5][c:6]1[cH:7][cH:8][cH:9][cH:10][cH:11]1)[CH2:12][CH:13]([C:14](=[O:16])[NH:37][NH:36][c:29]1[n:28][c:27]([CH2:23][CH2:24][CH:25]=[CH2:26])[n:32][c:31]([N:33]([CH3:34])[CH3:35])[n:30]1)[CH2:17][CH2:18][CH2:19][CH2:20][CH:21]=[CH2:22]. The reactants are BrC1=C(C=C(C(=C1)C)Br)C (1,4-dibromo-2,5-Dimethyl benzene), C1(=CC=CC=C1)B(O)O (phenylboronic acid), C(=O)([O-])[O-].[Na+].[Na+] (Na2CO3), CCO (EtOH). Reagents/catalysts: C=1C=CC(=CC1)[P](C=2C=CC=CC2)(C=3C=CC=CC3)[Pd]([P](C=4C=CC=CC4)(C=5C=CC=CC5)C=6C=CC=CC6)([P](C=7C=CC=CC7)(C=8C=CC=CC8)C=9C=CC=CC9)[P](C=1C=CC=CC1)(C=1C=CC=CC1)C=1C=CC=CC1 (tetrakis(triphenylphosphine)palladium). Run in C1(=CC=CC=C1)C (toluene). Conditions: temperature 90 celsius. Yields the product C1(=CC=CC=C1)C1=C(C=C(C(=C1)C)C1=CC=CC=C1)C (1,4-diphenyl-2,5-dimethylbenzene). Yield: 84.0%. RXN SMILES: Br[C:2]1[CH:7]=[C:6]([CH3:8])[C:5](Br)=[CH:4][C:3]=1[CH3:10].[C:11]1(B(O)O)[CH:16]=[CH:15][CH:14]=[CH:13][CH:12]=1.C([O-])([O-])=O.[Na+].[Na+].[CH3:26][CH2:27]O>C1C=CC([P]([Pd]([P](C2C=CC=CC=2)(C2C=CC=CC=2)C2C=CC=CC=2)([P](C2C=CC=CC=2)(C2C=CC=CC=2)C2C=CC=CC=2)[P](C2C=CC=CC=2)(C2C=CC=CC=2)C2C=CC=CC=2)(C2C=CC=CC=2)C2C=CC=CC=2)=CC=1.C1(C)C=CC=CC=1>[C:11]1([C:2]2[CH:7]=[C:6]([CH3:8])[C:5]([C:27]3[CH:26]=[CH:4][CH:3]=[CH:2][CH:7]=3)=[CH:4][C:3]=2[CH3:10])[CH:16]=[CH:15][CH:14]=[CH:13][CH:12]=1 |f:2.3.4,^1:32,34,53,72|. Reported procedure: A mixture of 52.8 g (200 mmol) of 1,4-dibromo-2,5-Dimethyl benzene, 53.6 g (440 mmol) of phenylboronic acid, 2.3 g (2 mmol) of tetrakis(triphenylphosphine)palladium, 400 ml of 2M Na2CO3, 400 ml of EtOH and 800 ml toluene was degassed and placed under nitrogen, and then heated at 90° C. for 6 hours. After the reaction finish, the mixture was allowed to cool to room temperature. The organic layer was extracted with ethyl acetate and water, dried with anhydrous magnesium sulfate, the solvent was re... Starting materials: NC1=NC=C(C2=C1C=C(S2)Br)C(=O)N (4-amino-2-bromo-thieno[3,2-c]pyridine-7-carboxylic acid amide), CC=1C=C(SC1)B(O)O (4-methyl-2-thiopheneboronic acid). As a reaction SMILES: [NH2:1][C:2]1[C:7]2[CH:8]=[C:9](Br)[S:10][C:6]=2[C:5]([C:12]([NH2:14])=[O:13])=[CH:4][N:3]=1.[CH3:15][C:16]1[CH:17]=[C:18](B(O)O)[S:19][CH:20]=1>>[NH2:1][C:2]1[C:7]2[CH:8]=[C:9]([C:18]3[S:19][CH:20]=[C:16]([CH3:15])[CH:17]=3)[S:10][C:6]=2[C:5]([C:12]([NH2:14])=[O:13])=[CH:4][N:3]=1. Product: NC1=NC=C(C2=C1C=C(S2)C=2SC=C(C2)C)C(=O)N (4-Amino-2-(4-methyl-thiophen-2-yl)-thieno[3,2-c]pyridine-7-carboxylic acid amide). Procedure details: 19 was prepared from 4-amino-2-bromo-thieno[3,2-c]pyridine-7-carboxylic acid amide 17 and 4-methyl-2-thiopheneboronic acid according to the general procedure described in Example 2. 1H NMR (400 MHz, d6-DMSO) δ: 2.25 (s, 3H), 7.29 (s, 1H), 7.36 (s, 1H), 7.80 (br s, 1H), 8.14 (s, 1H), 8.40 (br s, 1H), 8.46 (s, 1H). MS (EI) m/z (M+H+) 290.